From a dataset of the Open Reaction Database (ORD), a public repository of structured organic reaction records. describe an organic reaction: reactants, conditions, products, and yield The reactants are ClCl (chlorine), C31H30ClN5O4, CC=1C=C(C(=O)O)C=CC1C(=O)N1CC=CC1 (3-methyl-4-(2,5-dihydropyrrol-1-ylcarbonyl)benzoic acid), CN(C)C(=[N+](C)C)ON1C2=C(C=CC=C2)N=N1.[B-](F)(F)(F)F (TBTU), C(C)(C)N(CC)C(C)C (diisopropylethylamine), C(C1=CC=CC=C1)OC(=O)NCC[C@@H](C1=NC2=C(N1)C=CC(=C2)Cl)N ((1S)-3-(benzyloxycarbonylamino)-1-(5-chloro-1H-benzimidazol-2-yl)propylamine). The solvent is ClCCl.C(C)O (dichloromethane ethanol), CN(C=O)C (dimethylformamide). Product: C(C1=CC=CC=C1)OC(=O)NCC[C@@H](C1=NC2=C(N1)C=CC(=C2)Cl)NC(C2=CC(=C(C=C2)C(=O)N2CC=CC2)C)=O (N-[(1S)-3-(benzyloxycarbonylamino)-1-(5-chloro-1H-benzimidazol-2-yl)propyl]-3-methyl-4-(2,5-dihydropyrrol-1-ylcarbonyl)benzamide). Isolated yield 100.0%. As a reaction SMILES: [CH3:1][C:2]1[CH:3]=[C:4]([CH:8]=[CH:9][C:10]=1[C:11]([N:13]1[CH2:17][CH:16]=[CH:15][CH2:14]1)=[O:12])[C:5]([OH:7])=O.CN(C(ON1N=NC2C=CC=CC1=2)=[N+](C)C)C.[B-](F)(F)(F)F.C(N(C(C)C)CC)(C)C.[CH2:49]([O:56][C:57]([NH:59][CH2:60][CH2:61][C@H:62]([NH2:73])[C:63]1[NH:67][C:66]2[CH:68]=[CH:69][C:70]([Cl:72])=[CH:71][C:65]=2[N:64]=1)=[O:58])[C:50]1[CH:55]=[CH:54][CH:53]=[CH:52][CH:51]=1.ClCl>CN(C)C=O.ClCCl.C(O)C>[CH2:49]([O:56][C:57]([NH:59][CH2:60][CH2:61][C@H:62]([NH:73][C:5](=[O:7])[C:4]1[CH:8]=[CH:9][C:10]([C:11]([N:13]2[CH2:17][CH:16]=[CH:15][CH2:14]2)=[O:12])=[C:2]([CH3:1])[CH:3]=1)[C:63]1[NH:67][C:66]2[CH:68]=[CH:69][C:70]([Cl:72])=[CH:71][C:65]=2[N:64]=1)=[O:58])[C:50]1[CH:51]=[CH:52][CH:53]=[CH:54][CH:55]=1 |f:1.2,7.8|. Reported procedure: Prepared analogously to Example 1g from 3-methyl-4-(2,5-dihydropyrrol-1-ylcarbonyl)benzoic acid, TBTU, diisopropylethylamine and (1S)-3-(benzyloxycarbonylamino)-1-(5-chloro-1H-benzimidazol-2-yl)propylamine in dimethylformamide. Yield: 100%; Rf value: 0.50 (silica gel; dichloromethane/ethanol=9:1); C31H30ClN5O4 (572.06); mass spectrum: (M+H)+=572/574 (chlorine isotope).